This data is from the Open Reaction Database (ORD), a public repository of structured organic reaction records. The task is: describe an organic reaction: reactants, conditions, products, and yield Starting materials: Cc1nn(COCC[Si](C)(C)C)c2cc([N+](=O)[O-])ccc12, CO. Yields the product Cc1nn(COCC[Si](C)(C)C)c2cc(N)ccc12. Reaction SMILES: [CH3:1][c:2]1[n:3][n:4]([CH2:14][O:15][CH2:16][CH2:17][Si:18]([CH3:19])([CH3:20])[CH3:21])[c:5]2[cH:6][c:7]([N+:11]([O-:12])=[O:13])[cH:8][cH:9][c:10]12.[CH3:22][OH:23]>>[CH3:1][c:2]1[n:3][n:4]([CH2:14][O:15][CH2:16][CH2:17][Si:18]([CH3:19])([CH3:20])[CH3:21])[c:5]2[cH:6][c:7]([NH2:11])[cH:8][cH:9][c:10]12. Starting materials: ClC1=CC=C(C=C1)C(Cl)(Cl)Cl (p-chlorobenzotrichloride), S(Cl)Cl (sulphur dichloride). The reagents and catalysts are [Fe](Cl)(Cl)Cl (iron(III) chloride). Conditions: temperature 80 celsius. Product: ClC=1C=C(C=CC1Cl)C(Cl)(Cl)Cl (3,4-dichlorobenzotrichloride). The yield is 51.4%. RXN SMILES: [Cl:1][C:2]1[CH:7]=[CH:6][C:5]([C:8]([Cl:11])([Cl:10])[Cl:9])=[CH:4][CH:3]=1.S(Cl)[Cl:13]>[Fe](Cl)(Cl)Cl>[Cl:13][C:7]1[CH:6]=[C:5]([C:8]([Cl:9])([Cl:10])[Cl:11])[CH:4]=[CH:3][C:2]=1[Cl:1]. Reported procedure: A mixture of 57.5 g (250 mmol) of p-chlorobenzotrichloride, 1.5 g (9.2 mmol) of iron(III) chloride and 28 g (272 mmol) of sulphur dichloride was warmed to 80° C. for 3 hours. Thereafter, it was worked up in the manner indicated in Example 1. 34 g of 3,4-dichlorobenzotrichloride were thus obtained. Starting materials: CC(C)OC(=NC#N)c1cccnc1, CCOCC, CO, CO, NCCc1ccccc1. The product is N#CNC(=NCCc1ccccc1)c1cccnc1. As a reaction SMILES: [C:1](#[N:2])[N:3]=[C:4]([O:5][CH:6]([CH3:7])[CH3:8])[c:9]1[cH:10][n:11][cH:12][cH:13][cH:14]1.[CH2:24]([O:25][CH2:26][CH3:27])[CH3:28].[CH3:29][OH:30].[CH3:31][OH:32].[NH2:15][CH2:16][CH2:17][c:18]1[cH:19][cH:20][cH:21][cH:22][cH:23]1>>[C:1](#[N:2])[NH:3][C:4]([c:9]1[cH:10][n:11][cH:12][cH:13][cH:14]1)=[N:15][CH2:16][CH2:17][c:18]1[cH:19][cH:20][cH:21][cH:22][cH:23]1. Reactants: C(C=C)OC=1C(=NC(=CN1)F)C#N (3-(allyloxy)-6-fluoro-2-pyrazinecarbonitrile), [Cl-].[Al+3].[Cl-].[Cl-] (aluminum chloride), O (Water). Solvent: C1(=CC=CC=C1)C (toluene). Conditions: time 1.5 hour. Product: FC1=CNC(C(=N1)C#N)=O (6-fluoro-3-oxo-3,4-dihydro-2-pyrazinecarbonitrile). The yield is 58.0%. RXN SMILES: C([O:4][C:5]1[C:6]([C:12]#[N:13])=[N:7][C:8]([F:11])=[CH:9][N:10]=1)C=C.[Cl-].[Al+3].[Cl-].[Cl-].O>C1(C)C=CC=CC=1>[F:11][C:8]1[N:7]=[C:6]([C:12]#[N:13])[C:5](=[O:4])[NH:10][CH:9]=1 |f:1.2.3.4|. Procedure details: In 5 mL of toluene was dissolved 1.0 g of 3-(allyloxy)-6-fluoro-2-pyrazinecarbonitrile. After adding 0.82 g of aluminum chloride, the mixture was stirred at room temperature for 1.5 hours. Water (5 mL) was added to the reaction mixture, the aqueous layer was separated, and the organic layer was extracted first with 3 mL of water and then with 2 ml of water. The aqueous layers were united and washed with 5 mL of toluene, and extracted with 15 mL of ethyl acetate. The organic layer thus obtained w... The yield is 61.3%. As a reaction SMILES: C(=[N:14][NH:15][C:16]1[C:17]2[CH:54]=[CH:53][CH:52]=[CH:51][C:18]=2[S:19][C:20]=1[C:21]([C:23]1[N:27](COCC2C=CC=CC=2)[C:26]2[CH:37]=[C:38]([O:41][CH2:42][CH2:43][CH2:44][N:45]3[CH2:50][CH2:49][CH2:48][CH2:47][CH2:46]3)[CH:39]=[CH:40][C:25]=2[N:24]=1)=O)(C1C=CC=CC=1)C1C=CC=CC=1.Br>C(O)C>[N:45]1([CH2:44][CH2:43][CH2:42][O:41][C:38]2[CH:39]=[CH:40][C:25]3[N:24]=[C:23]([C:21]4[C:20]5[S:19][C:18]6[CH:51]=[CH:52][CH:53]=[CH:54][C:17]=6[C:16]=5[NH:15][N:14]=4)[NH:27][C:26]=3[CH:37]=2)[CH2:50][CH2:49][CH2:48][CH2:47][CH2:46]1. Yields the product N1(CCCCC1)CCCOC=1C=CC2=C(NC(=N2)C=2C3=C(NN2)C2=C(S3)C=CC=C2)C1 (3-[6-(3-piperidin-1-yl-propoxy)-1H-benzoimidazol-2-yl]-1H-benzo[4,5]thieno[3,2-c]pyrazole). Run in C(C)O (ethanol). Reactants: C(C1=CC=CC=C1)(C1=CC=CC=C1)=NNC=1C2=C(SC1C(=O)C1=NC3=C(N1COCC1=CC=CC=C1)C=C(C=C3)OCCCN3CCCCC3)C=CC=C2 ([3-(N′-benzhydrylidene-hydrazino)-benzo[b]thiophen-2-yl]-[1-benzyloxymethyl-6-(3-piperidin-1-yl-propoxy)-1H-benzoimidazol-2-yl]-methanone), C(C1=CC=CC=C1)(C1=CC=CC=C1)=NNC=1C2=C(SC1C(=O)C1=NC3=C(N1COCC1=CC=CC=C1)C=C(C=C3)OCCCN3CCCCC3)C=CC=C2 ([3-(N′-benzhydrylidene-hydrazino)-benzo[b]thiophen-2-yl]-[1-benzyloxymethyl-6-(3-piperidin-1-yl-propoxy)-1H-benzoimidazol-2-yl]-methanone), Br (HBr). Run at temperature 90 celsius. Reported procedure: A mixture of [3-(N′-benzhydrylidene-hydrazino)-benzo[b]thiophen-2-yl]-[1-benzyloxymethyl-6-(3-piperidin-1-yl-propoxy)-1H-benzoimidazol-2-yl]-methanone [200 mg, Intermediate (43)] and concentrated HBr (2 ml) in ethanol (4 ml) was heated at 90° C. overnight. The solution cooled to room temperature and the mixture was passed through a SCX column. Eluting with 7N ammonia in methanol yields 3-[6-(3-piperidin-1-yl-propoxy)-1H-benzoimidazol-2-yl]-1H-benzo[4,5]thieno[3,2-c]pyrazole (72.1 mg). This mater... The reactants are ClC1=NC(=C(C#N)C(=C1)NN)C1=CC=C(C=C1)OC1=CC=CC=C1 (6-chloro-4-hydrazinyl-2-(4-phenoxyphenyl)nicotinonitrile), B(O)(O)C1=CC(=C(C(=O)O)C=C1)F (4-borono-2-fluorobenzoic acid), P(=O)([O-])([O-])[O-].[K+].[K+].[K+] (potassium phosphate), N#N (N2). Reagents/catalysts: C1=CC=C(C=C1)P([C-]2C=CC=C2)C3=CC=CC=C3.C1=CC=C(C=C1)P([C-]2C=CC=C2)C3=CC=CC=C3.Cl[Pd]Cl.[Fe+2].C(Cl)Cl (PdCl2(dppf) CH2Cl2). Solvent: CN(C)C=O (DMF). Run at temperature 85 celsius, time 1.5 hour. The product is NC1=NNC2=C1C(=NC(=C2)C2=CC(=C(C(=O)O)C=C2)F)C2=CC=C(C=C2)OC2=CC=CC=C2 (4-(3-Amino-4-(4-phenoxyphenyl)-1H-pyrazolo[4,3-c]pyridin-6-yl)-2-fluorobenzoic acid). Reaction SMILES: Cl[C:2]1[CH:9]=[C:8]([NH:10][NH2:11])[C:5]([C:6]#[N:7])=[C:4]([C:12]2[CH:17]=[CH:16][C:15]([O:18][C:19]3[CH:24]=[CH:23][CH:22]=[CH:21][CH:20]=3)=[CH:14][CH:13]=2)[N:3]=1.B([C:28]1[CH:36]=[CH:35][C:31]([C:32]([OH:34])=[O:33])=[C:30]([F:37])[CH:29]=1)(O)O.P([O-])([O-])([O-])=O.[K+].[K+].[K+].N#N>CN(C=O)C.C1C=CC(P(C2C=CC=CC=2)[C-]2C=CC=C2)=CC=1.C1C=CC(P(C2C=CC=CC=2)[C-]2C=CC=C2)=CC=1.Cl[Pd]Cl.[Fe+2].C(Cl)Cl>[NH2:7][C:6]1[C:5]2[C:4]([C:12]3[CH:17]=[CH:16][C:15]([O:18][C:19]4[CH:24]=[CH:23][CH:22]=[CH:21][CH:20]=4)=[CH:14][CH:13]=3)=[N:3][C:2]([C:28]3[CH:36]=[CH:35][C:31]([C:32]([OH:34])=[O:33])=[C:30]([F:37])[CH:29]=3)=[CH:9][C:8]=2[NH:10][N:11]=1 |f:2.3.4.5,8.9.10.11.12|. Procedure: A solution of 6-chloro-4-hydrazinyl-2-(4-phenoxyphenyl)nicotinonitrile (9.5 mg, 0.028 mmol), 4-borono-2-fluorobenzoic acid (14.5 mg, 0.079 mmol), 2 M aqueous potassium phosphate (0.071 mL, 0.141 mmol) and PdCl2(dppf)-CH2Cl2 adduct (4.6 mg, 5.63 μmol) in DMF (0.45 mL) was degassed by vacuum-N2 refill cycle twice. The sealed tube was then heated at 85° C. under N2. After 1.5 h, no desired product was detected. Additional 4-borono-2-fluorobenzoic acid (21.4 mg), PdCl2(dppf)-CH2Cl2 adduct (11 mg), p...